From a dataset of the Open Reaction Database (ORD), a public repository of structured organic reaction records. describe an organic reaction: reactants, conditions, products, and yield Reactants: O=C([O-])[O-], O=C(CCl)Nc1ccc(Cl)c(Cl)c1, Fc1ccc(CC2CCNCC2)cc1, [K+], [K+], CN(C)C=O. Product: O=C(CN1CCC(Cc2ccc(F)cc2)CC1)Nc1ccc(Cl)c(Cl)c1. Reaction SMILES: [C:28](=[O:29])([O-:30])[O-:31].[Cl:15][CH2:16][C:17](=[O:18])[NH:19][c:20]1[cH:21][c:22]([Cl:27])[c:23]([Cl:26])[cH:24][cH:25]1.[F:1][c:2]1[cH:3][cH:4][c:5]([CH2:6][CH:7]2[CH2:8][CH2:9][NH:10][CH2:11][CH2:12]2)[cH:13][cH:14]1.[K+:32].[K+:33].[O:34]=[CH:35][N:36]([CH3:37])[CH3:38]>>[F:1][c:2]1[cH:3][cH:4][c:5]([CH2:6][CH:7]2[CH2:8][CH2:9][N:10]([CH2:16][C:17](=[O:18])[NH:19][c:20]3[cH:21][c:22]([Cl:27])[c:23]([Cl:26])[cH:24][cH:25]3)[CH2:11][CH2:12]2)[cH:13][cH:14]1. Reactants: ClCCNC(=O)NC1CC(OCC1)(C)C (1-(2-chloroethyl)-3-(2,2-dimethyltetrahydro-2H-pyran-4-yl)urea), [H-].[Na+] (NaH). The solvent is C1CCOC1 (THF). Reaction conditions: time 8 hour. The product is CC1(OCCC(C1)N1C(NCC1)=O)C (1-(2,2-dimethyltetrahydro-2H-pyran-4-yl)imidazolidin-2-one). Yield: 26.2%. RXN SMILES: Cl[CH2:2][CH2:3][NH:4][C:5]([NH:7][CH:8]1[CH2:13][CH2:12][O:11][C:10]([CH3:15])([CH3:14])[CH2:9]1)=[O:6].[H-].[Na+]>C1COCC1>[CH3:14][C:10]1([CH3:15])[CH2:9][CH:8]([N:7]2[CH2:2][CH2:3][NH:4][C:5]2=[O:6])[CH2:13][CH2:12][O:11]1 |f:1.2|. Reported procedure: A −20° C. solution of 1-(2-chloroethyl)-3-(2,2-dimethyltetrahydro-2H-pyran-4-yl)urea (0.700 g, 2.98 mmol) in THF (15 mL), under Ar, was treated with NaH (60% in mineral oil, 0.298 g, 7.46 mmol), allowed to warm to RT as the cooling bath expired and stirred overnight. The mixture was cooled to 0° C., quenched with saturated NH4Cl, warmed to RT, treatd with brine, extracted with EtOAc (2×) and the combined organics were dried over MgSO4, concentrated to dryness and purified via silica gel chromato... Reactants: CN1CCCC1=O, Cc1nc(-c2ccccc2)c[nH]1, [H-], [Na+], C1CCOC1, O, NOP(=O)(c1ccccc1)c1ccccc1. The product is Cc1nc(-c2ccccc2)cn1N. Reaction SMILES: [CH3:37][N:38]1[CH2:39][CH2:40][CH2:41][C:42]1=[O:43].[CH3:3][c:4]1[nH:5][cH:6][c:7](-[c:9]2[cH:10][cH:11][cH:12][cH:13][cH:14]2)[n:8]1.[H-:1].[Na+:2].[O:32]1[CH2:33][CH2:34][CH2:35][CH2:36]1.[OH2:31].[c:15]1([P:16]([c:17]2[cH:18][cH:19][cH:20][cH:21][cH:22]2)([O:23][NH2:24])=[O:25])[cH:26][cH:27][cH:28][cH:29][cH:30]1>>[CH3:3][c:4]1[n:5]([NH2:24])[cH:6][c:7](-[c:9]2[cH:10][cH:11][cH:12][cH:13][cH:14]2)[n:8]1.